Dataset: the Open Reaction Database (ORD), a public repository of structured organic reaction records. Task: describe an organic reaction: reactants, conditions, products, and yield The reactants are Cn1cnc2c(Cl)nc3cc4ccccc4cc3c21, CN, CCOC(C)=O. Yields the product CNc1nc2cc3ccccc3cc2c2c1ncn2C. Reaction SMILES: [CH3:1][n:2]1[cH:3][n:4][c:5]2[c:6]([Cl:19])[n:7][c:8]3[cH:9][c:10]4[c:11]([cH:12][c:13]3[c:14]12)[cH:15][cH:16][cH:17][cH:18]4.[CH3:20][NH2:21].[CH3:22][CH2:23][O:24][C:25]([CH3:26])=[O:27]>>[CH3:1][n:2]1[cH:3][n:4][c:5]2[c:6]([NH:21][CH3:20])[n:7][c:8]3[cH:9][c:10]4[c:11]([cH:12][c:13]3[c:14]12)[cH:15][cH:16][cH:17][cH:18]4. The reactants are Clc1cc(Cl)ncn1, CC(=O)Nc1ccc(O)c(F)c1, [K+], [K+], O=C([O-])[O-], CN(C)C=O. Yields the product CC(=O)Nc1ccc(Oc2cc(Cl)ncn2)c(F)c1. As a reaction SMILES: [Cl:1][c:2]1[n:3][cH:4][n:5][c:6]([Cl:8])[cH:7]1.[F:9][c:10]1[cH:11][c:12]([NH:17][C:18]([CH3:19])=[O:20])[cH:13][cH:14][c:15]1[OH:16].[K+:21].[K+:22].[O-:23][C:24]([O-:25])=[O:26].[O:27]=[CH:28][N:29]([CH3:30])[CH3:31]>>[c:2]1([O:16][c:15]2[c:10]([F:9])[cH:11][c:12]([NH:17][C:18]([CH3:19])=[O:20])[cH:13][cH:14]2)[n:3][cH:4][n:5][c:6]([Cl:8])[cH:7]1. Reactants: CCCCCCCCCN, O=C1C=CC(=O)O1, O, Cc1ccccc1C. The product is CCCCCCCCCN1C(=O)C=CC1=O. RXN SMILES: [CH2:8]([CH2:9][CH2:10][CH2:11][CH2:12][CH2:13][CH2:14][CH2:15][CH3:16])[NH2:17].[O:1]=[C:2]1[O:3][C:4](=[O:5])[CH:6]=[CH:7]1.[OH2:26].[c:18]1([CH3:19])[c:20]([CH3:21])[cH:22][cH:23][cH:24][cH:25]1>>[O:1]=[C:2]1[CH:7]=[CH:6][C:4](=[O:5])[N:17]1[CH2:8][CH2:9][CH2:10][CH2:11][CH2:12][CH2:13][CH2:14][CH2:15][CH3:16].